This data is from the Open Reaction Database (ORD), a public repository of structured organic reaction records. The task is: describe an organic reaction: reactants, conditions, products, and yield Starting materials: Cc1ccc(C(=O)c2c[nH]c3ccccc3c2=O)cc1C, CN(C)C=O, ClCc1cscn1, Cl, [H-], [Na+]. Product: Cc1ccc(C(=O)c2cn(Cc3cscn3)c3ccccc3c2=O)cc1C. As a reaction SMILES: [CH3:1][c:2]1[cH:3][c:4]([C:5](=[O:6])[c:7]2[cH:8][nH:9][c:10]3[cH:11][cH:12][cH:13][cH:14][c:15]3[c:16]2=[O:17])[cH:18][cH:19][c:20]1[CH3:21].[CH3:32][N:33]([CH3:34])[CH:35]=[O:36].[Cl:25][CH2:26][c:27]1[n:28][cH:29][s:30][cH:31]1.[ClH:24].[H-:22].[Na+:23]>>[CH3:1][c:2]1[cH:3][c:4]([C:5](=[O:6])[c:7]2[cH:8][n:9]([CH2:26][c:27]3[n:28][cH:29][s:30][cH:31]3)[c:10]3[cH:11][cH:12][cH:13][cH:14][c:15]3[c:16]2=[O:17])[cH:18][cH:19][c:20]1[CH3:21]. Starting materials: CCOCC (ether), C(CCC)[Li] (n-butyllithium), CC(C)(C=C)O (2-methyl-3-buten-2-ol), CCOCC (ether), C(C)C(C(=O)Cl)(C(=O)Cl)C(C)CC (ethyl 2-(2-butyl)malonyl chloride). Product: CC(CC)C(C(=O)OCC)C(=O)OC(C)(C=C)C (Ethyl 2-Methyl-3-butene-2-yl 2-(2-Butyl)malonate). RXN SMILES: [CH3:1][C:2]([OH:6])([CH:4]=[CH2:5])[CH3:3].C([Li])C[CH2:9][CH3:10].C([C:14]([CH:21]([CH2:23][CH3:24])[CH3:22])([C:18](Cl)=[O:19])[C:15](Cl)=[O:16])C.CC[O:27]CC>>[CH3:22][CH:21]([CH:14]([C:15]([O:6][C:2]([CH3:3])([CH:4]=[CH2:5])[CH3:1])=[O:16])[C:18]([O:19][CH2:9][CH3:10])=[O:27])[CH2:23][CH3:24]. Reported procedure: To a solution of 2-methyl-3-buten-2-ol (4.1 g, 0.048 mole) in dry ether (10 ml) stirred under dry nitrogen at 5° C. was added a solution of n-butyllithium (19.3 ml, 0.048 mole, 2.5M in hexane). After completion of the addition, ethyl 2-(2-butyl)malonyl chloride (10.0 g, 0.048 mole) was added slowly with stirring, and an additional 10 ml quantity of ether was added. The suspension was stirred for 2 hours with warming to room temperature. The resultant suspension was extracted with water, a satura...